This data is from the Open Reaction Database (ORD), a public repository of structured organic reaction records. The task is: describe an organic reaction: reactants, conditions, products, and yield The reactants are [OH-].[Na+] (NaOH), COC(C1=CC=C(C=C1)CN1N(C=2[C@@]3(CC[C@H](C2C1=O)C3(C)C)C)C)=O ((4S,7R)-4-(1,7,8,8-tetramethyl-3-oxo-1,3,4,5,6,7-hexahydro-4,7-methano-indazol-2-ylmethyl)-benzoic acid methyl ester). The solvent is CO (methanol), O1CCCC1 (tetrahydrofuran). Conditions: time 8 hour. The product is CN1N(C(C=2[C@H]3CC[C@@](C12)(C3(C)C)C)=O)CC3=CC=C(C(=O)O)C=C3 ((4S,7R)-4-(1,7,8,8-tetramethyl-3-oxo-1,3,4,5,6,7-hexahydro-4,7-methano-indazol-2-ylmethyl)-benzoic acid). Isolated yield 76.6%. As a reaction SMILES: [OH-].[Na+].C[O:4][C:5](=[O:28])[C:6]1[CH:11]=[CH:10][C:9]([CH2:12][N:13]2[C:21](=[O:22])[C:20]3[C@@H:19]4[C:23]([CH3:25])([CH3:24])[C@@:16]([CH3:26])([CH2:17][CH2:18]4)[C:15]=3[N:14]2[CH3:27])=[CH:8][CH:7]=1>CO.O1CCCC1>[CH3:27][N:14]1[C:15]2[C@@:16]3([CH3:26])[C:23]([CH3:24])([CH3:25])[C@H:19]([CH2:18][CH2:17]3)[C:20]=2[C:21](=[O:22])[N:13]1[CH2:12][C:9]1[CH:8]=[CH:7][C:6]([C:5]([OH:28])=[O:4])=[CH:11][CH:10]=1 |f:0.1|. Procedure details: 1 M NaOH (1.1 mL, 1.1 mmol) was added to a solution of (4S,7R)-4-(1,7,8,8-tetramethyl-3-oxo-1,3,4,5,6,7-hexahydro-4,7-methano-indazol-2-ylmethyl)-benzoic acid methyl ester (228 mg, 0.644 mmol) in methanol (0.9 mL) and tetrahydrofuran (1.8 mL). The reaction mixture was stirred at room temperature overnight, and it was then partitioned between water (100 mL) and ether (100 mL). The aqueous layer was acidified with 1 M HCl to pH<3 and the resulting mixture was extracted with chloroform (100 mL). Th... The reactants are ClC1=CC=CC2=C1C(N1[C@H](C=3N2C=NC3C3=NOC(=N3)CN(CC)CC)CCC1)=O ((S)-8-chloro-1-(5-diethylaminomethyl-1,2,4-oxadiazol-3-yl)-11,12,13,13a-tetrahydro-9H-imidazo[1,5-a]pyrrolo[2,1-c][1,4]benzodiazepin-9-one), Cl (hydrochloric acid). Run in C(C)O (ethanol). Reaction conditions: time 10 minute. The product is Cl.ClC1=CC=CC2=C1C(N1[C@H](C=3N2C=NC3C3=NOC(=N3)CN(CC)CC)CCC1)=O ((S)-8-chloro-1-(5-diethylaminomethyl-1,2,4-oxadiazol-3-yl)-11,12,13,13a-tetrahydro-9H-imidazo[1,5-a]pyrrolo[2,1-c][1,4]benzodiazepin-9-one hydrochloride). Yield: 154.2%. As a reaction SMILES: [Cl:1][C:2]1[C:7]2[C:8](=[O:30])[N:9]3[CH2:29][CH2:28][CH2:27][C@H:10]3[C:11]3[N:12]([CH:13]=[N:14][C:15]=3[C:16]3[N:20]=[C:19]([CH2:21][N:22]([CH2:25][CH3:26])[CH2:23][CH3:24])[O:18][N:17]=3)[C:6]=2[CH:5]=[CH:4][CH:3]=1.Cl>C(O)C>[ClH:1].[Cl:1][C:2]1[C:7]2[C:8](=[O:30])[N:9]3[CH2:29][CH2:28][CH2:27][C@H:10]3[C:11]3[N:12]([CH:13]=[N:14][C:15]=3[C:16]3[N:20]=[C:19]([CH2:21][N:22]([CH2:25][CH3:26])[CH2:23][CH3:24])[O:18][N:17]=3)[C:6]=2[CH:5]=[CH:4][CH:3]=1 |f:3.4|. Procedure: 0.84 g (1.96 mmol) of (S)-8-chloro-1-(5-diethylaminomethyl-1,2,4-oxadiazol-3-yl)-11,12,13,13a-tetrahydro-9H-imidazo[1,5-a]pyrrolo[2,1-c][1,4]benzodiazepin-9-one in 10 ml of ethanol was treated with 0.41 ml (1.96 mmol) of 4.78N ethanolic hydrochloric acid. After stirring at room temperature for 10 minutes the solution obtained was completely freed from the solvents. The residue was recrystallized from ethanol/ether. There was obtained 0.70 g (77%) of (S)-8-chloro-1-(5-diethylaminomethyl-1,2,4-oxa... Starting materials: CC(C)(C)OC(=O)NCC1CCN(S(=O)(=O)c2ccc(C#N)cc2)CC1, O=C([O-])[O-], CCO, Cl, [K+], [K+], [NH4+], [OH-]. The product is CC(C)(C)OC(=O)NCC1CCN(S(=O)(=O)c2ccc(C(N)=NO)cc2)CC1. RXN SMILES: [C:1]([CH3:2])([CH3:3])([CH3:4])[O:5][C:6]([NH:7][CH2:8][CH:9]1[CH2:10][CH2:11][N:12]([S:15](=[O:16])(=[O:17])[c:18]2[cH:19][cH:20][c:21]([C:24]#[N:25])[cH:22][cH:23]2)[CH2:13][CH2:14]1)=[O:26].[C:27](=[O:28])([O-:29])[O-:30].[CH3:36][CH2:37][OH:38].[ClH:33].[K+:31].[K+:32].[NH4+:35].[OH-:34]>>[C:1]([CH3:2])([CH3:3])([CH3:4])[O:5][C:6]([NH:7][CH2:8][CH:9]1[CH2:10][CH2:11][N:12]([S:15](=[O:16])(=[O:17])[c:18]2[cH:19][cH:20][c:21]([C:24](=[N:25][OH:34])[NH2:35])[cH:22][cH:23]2)[CH2:13][CH2:14]1)=[O:26]. The reactants are C(C)(C)C=1C(=C(SC1)NC(=O)OC(C)(C)C)NC(=O)OC(C)(C)C (di-t-butyl 4-isopropylthiophene-2,3-dicarbamate), C(C(=O)OCC)(=O)OCC (diethyl oxalate). Solvent: C(C)(=O)O (acetic acid). Product: C(C)(C)C1=CSC=2NC(C(NC21)=O)=O (7-Isopropylthieno-[2,3-b]pyrazine-2,3(1H,4H)-dione). As a reaction SMILES: [CH:1]([C:4]1[C:5]([NH:17][C:18]([O:20]C(C)(C)C)=O)=[C:6]([NH:9][C:10](OC(C)(C)C)=[O:11])[S:7][CH:8]=1)([CH3:3])[CH3:2].C(OCC)(=O)C(OCC)=O>C(O)(=O)C>[CH:1]([C:4]1[C:5]2[NH:17][C:18](=[O:20])[C:10](=[O:11])[NH:9][C:6]=2[S:7][CH:8]=1)([CH3:3])[CH3:2]. Reported procedure: A mixture of di-t-butyl 4-isopropylthiophene-2,3-dicarbamate (1.42 g, 3.98 mmol), diethyl oxalate (25 ml, 183 mmol) and glacial acetic acid (25 ml) was refluxed for 2 h. The reaction mixture was cooled on ice for 2 h and the precipitate was filtered off, washed twice with water and finally with ether. Yield 580 mg (69%) of the title compound. M.p.>250° C. 1H-NMR (DMSO-D6, δ) 1.15 (d, 6H), 3.1 (m, 1H), 6.75 (s, 1H), 11.9 (br.s, 2H). MS (70 eV): m/z 210 (100%, g), 195 (97), 182 (42), 167 (52), 154... The product is C(C)N(C[C@@H](C(=O)O)NS(=O)(=O)C1=CC=C(C=C1)I)C(C1=CC=C(C=C1)CCC1=CC=CC(=N1)N)=O (Ethyl 4-[2-(2-Aminopyridin-6-yl)ethyl]benzoyl-2(S)-(4-iodophenylsulfonylamino)-β-alanine). The solvent is CN(C)C=O (DMF), CCOC(=O)C (EtOAc). RXN SMILES: Cl.[NH2:2][C:3]1[CH:8]=[CH:7][CH:6]=[C:5]([CH2:9][CH2:10][C:11]2[CH:19]=[CH:18][C:14]([C:15]([OH:17])=O)=[CH:13][CH:12]=2)[N:4]=1.Cl.[CH2:21]([NH:23][CH2:24][C@H:25]([NH:29][S:30]([C:33]1[CH:38]=[CH:37][C:36]([I:39])=[CH:35][CH:34]=1)(=[O:32])=[O:31])[C:26]([OH:28])=[O:27])[CH3:22].C(Cl)CCl.C1C=CC2N(O)N=NC=2C=1.CN1CCOCC1>CCOC(C)=O.CN(C=O)C>[CH2:21]([N:23]([C:15](=[O:17])[C:14]1[CH:13]=[CH:12][C:11]([CH2:10][CH2:9][C:5]2[N:4]=[C:3]([NH2:2])[CH:8]=[CH:7][CH:6]=2)=[CH:19][CH:18]=1)[CH2:24][C@H:25]([NH:29][S:30]([C:33]1[CH:34]=[CH:35][C:36]([I:39])=[CH:37][CH:38]=1)(=[O:32])=[O:31])[C:26]([OH:28])=[O:27])[CH3:22] |f:0.1,2.3|. Procedure details: A solution of acid 8-6 (400 mg, 1.43 mmol), amine 8-4 (686 mg, 1.57 mmol), EDC (358 mg, 1.86 mmol), HOBT (252 mg, 1.86 mmol), NMM (632 μl, 5.72 mmol) and DMF (10 ml) was stirred for ˜20 h. The reaction was diluted with EtOAc and then washed with sat NaHCO3, brine, dried (MgSO4) and concentrated. Flash chromatography (silica, EtOAC→5% isopropanol/EtOAc) provided amide 8-7 as a white solid. Reactants: Cl.NC1=NC(=CC=C1)CCC1=CC=C(C(=O)O)C=C1 (4-[2-(2-Aminopyridin-6-yl)ethyl]benzoic acid hydrochloride), Cl.C(C)NC[C@@H](C(=O)O)NS(=O)(=O)C1=CC=C(C=C1)I (Ethyl 2(S)-(4-iodo-phenylsulfonylamino)-β-alanine-hydrochloride), C(CCl)Cl (EDC), C=1C=CC2=C(C1)N=NN2O (HOBT), CN1CCOCC1 (NMM). Starting materials: [OH-].[Li+] (lithium hydroxide), CS(=O)(=O)OC=1C(=C2C=NN(C2=CC1)C(C)=O)OC (1-acetyl-4-methoxy-1H-indazol-5-yl methanesulfonate), O (water). Solvent: O1CCCC1 (tetrahydrofuran), CO (methanol). Conditions: time 1 hour. The product is CS(=O)(=O)OC=1C(=C2C=NNC2=CC1)OC (4-methoxy-1H-indazol-5-yl methanesulfonate). Isolated yield 93.8%. Reaction SMILES: [OH-].[Li+].[CH3:3][S:4]([O:7][C:8]1[C:9]([O:20][CH3:21])=[C:10]2[C:14](=[CH:15][CH:16]=1)[N:13](C(=O)C)[N:12]=[CH:11]2)(=[O:6])=[O:5].O>O1CCCC1.CO>[CH3:3][S:4]([O:7][C:8]1[C:9]([O:20][CH3:21])=[C:10]2[C:14](=[CH:15][CH:16]=1)[NH:13][N:12]=[CH:11]2)(=[O:5])=[O:6] |f:0.1|. Reported procedure: A 2M-aqueous lithium hydroxide solution (0.352 ml, 0.704 mmol) was added to a solution of 1-acetyl-4-methoxy-1H-indazol-5-yl methanesulfonate (100 mg, 0.352 mmol) in a mixture of tetrahydrofuran (1.0 ml) and methanol (1.0 ml) at room temperature. After 1 hour, the resulting mixture was poured into water (10 ml) and extracted with ethyl acetate (20 ml×2), and the organic layer was dried over anhydrous magnesium sulfate. The organic layer dried was concentrated under reduced pressure and the resul... Reactants: C1(CC1)CONC(=O)C1=CC2=C(N=CN2)C(=C1NC1=C(C=C(C=C1)I)C)F (7-Fluoro-6-(4-iodo-2-methyl-phenylamino)-3H-benzoimidazole-5-carboxylic acid cyclopropylmethoxyamide), C(#C)[Si](C)(C)C (Ethynyltrimethylsilane). The reagents and catalysts are Cl[Pd]([P](C1=CC=CC=C1)(C2=CC=CC=C2)C3=CC=CC=C3)([P](C4=CC=CC=C4)(C5=CC=CC=C5)C6=CC=CC=C6)Cl (Pd(PPh3)2Cl2), [Cu]I (CuI). The solvent is C(C)#N.C(C)N(CC)CC (acetonitrile triethylamine). Run at temperature 60 celsius, time 1 hour. Yields the product C1(CC1)CONC(=O)C1=CC2=C(N=CN2)C(=C1NC1=C(C=C(C=C1)C#C)C)F (6-(4-Ethynyl-2-methyl-phenylamino)-7-fluoro-3H-benzoimidazole-5-carboxylic acid cyclopropylmethoxy-amide). Isolated yield 101.6%. RXN SMILES: [CH:1]1([CH2:4][O:5][NH:6][C:7]([C:9]2[C:17]([NH:18][C:19]3[CH:24]=[CH:23][C:22](I)=[CH:21][C:20]=3[CH3:26])=[C:16]([F:27])[C:12]3[N:13]=[CH:14][NH:15][C:11]=3[CH:10]=2)=[O:8])[CH2:3][CH2:2]1.[C:28]([Si](C)(C)C)#[CH:29]>C(#N)C.C(N(CC)CC)C.Cl[Pd](Cl)([P](C1C=CC=CC=1)(C1C=CC=CC=1)C1C=CC=CC=1)[P](C1C=CC=CC=1)(C1C=CC=CC=1)C1C=CC=CC=1.[Cu]I>[CH:1]1([CH2:4][O:5][NH:6][C:7]([C:9]2[C:17]([NH:18][C:19]3[CH:24]=[CH:23][C:22]([C:28]#[CH:29])=[CH:21][C:20]=3[CH3:26])=[C:16]([F:27])[C:12]3[N:13]=[CH:14][NH:15][C:11]=3[CH:10]=2)=[O:8])[CH2:3][CH2:2]1 |f:2.3,^1:46,65|. Procedure: 7-Fluoro-6-(4-iodo-2-methyl-phenylamino)-3H-benzoimidazole-5-carboxylic acid cyclopropylmethoxyamide 11ccc (0.025 g, 0.052 mmol) is dissolved in 1:1 acetonitrile/triethylamine (0.50 mL). Ethynyltrimethylsilane (0.013 mL, 0.092 mmol), Pd(PPh3)2Cl2 (0.004 g, 0.006 mmol), and CuI (0.002 g, 0.011 mmol) are added consecutively and the reaction mixture is stirred at 60° C. for 1 hour under N2. The reaction mixture is cooled to room temperature and concentrated under reduced pressure. The residue is pu... Reactants: ClC(=O)OCC#CC(=O)OCC (ethyl 4-(chlorocarbonyloxy)-2-butynoate), Cl (hydrochloride), ice water, CNCC1=CC=CC=C1 (N-methylbenzylamine). The solvent is ClCCl (dichloromethane), ClCCl (dichloromethane). The product is C(C1=CC=CC=C1)N(C(=O)OCC#CC(=O)OCC)C (ethyl 4-(N-benzyl-N-methylcarbamoyloxy)-2-butynoate). The yield is 28.6%. As a reaction SMILES: Cl[C:2]([O:4][CH2:5][C:6]#[C:7][C:8]([O:10][CH2:11][CH3:12])=[O:9])=[O:3].[CH3:13][NH:14][CH2:15][C:16]1[CH:21]=[CH:20][CH:19]=[CH:18][CH:17]=1.Cl>ClCCl>[CH2:15]([N:14]([CH3:13])[C:2]([O:4][CH2:5][C:6]#[C:7][C:8]([O:10][CH2:11][CH3:12])=[O:9])=[O:3])[C:16]1[CH:21]=[CH:20][CH:19]=[CH:18][CH:17]=1. Procedure: 2.85 g (15 millimoles) of ethyl 4-(chlorocarbonyloxy)-2-butynoate obtained in the first step of Example VI-9 was dissolved in 20 ml of dichloromethane, and 9 ml of a dichloromethane solution containing 3.1 ml (24 millimoles) of N-methylbenzylamine was rapidly added under cooling with ice. The mixture was reacted for 1 hour under stirring and cooling with ice. The reaction mixture was poured into ice water, adjusted to pH 2 with dilute hydrochloride acid and subjected to extraction treatment. The...